Dataset: the Open Reaction Database (ORD), a public repository of structured organic reaction records. Task: describe an organic reaction: reactants, conditions, products, and yield Reactants: CN1C(CCC1)COC=1C=C(C=CC1)N (3-(1-Methyl-pyrrolidin-2-ylmethoxy)-phenylamine), CS(=O)C1=NN2C(C=N1)=CC=C2C=2C=NN(C2)C (2-Methanesulfinyl-7-(1-methyl-1H-pyrazol-4-yl)-pyrrolo[2,1-f][1,2,4]triazine). Yields the product CN1N=CC(=C1)C1=CC=C2C=NC(=NN21)NC2=CC(=CC=C2)OCC2N(CCC2)C ([7-(1-Methyl-1H-pyrazol-4-yl)-pyrrolo[2,1-f][1,2,4]triazin-2-yl]-[3-(1-methyl-pyrrolidin-2-ylmethoxy)-phenyl]-amine). Reaction SMILES: [CH3:1][N:2]1[CH2:6][CH2:5][CH2:4][CH:3]1[CH2:7][O:8][C:9]1[CH:10]=[C:11]([NH2:15])[CH:12]=[CH:13][CH:14]=1.CS([C:19]1[N:24]=[CH:23][C:22]2=[CH:25][CH:26]=[C:27]([C:28]3[CH:29]=[N:30][N:31]([CH3:33])[CH:32]=3)[N:21]2[N:20]=1)=O>>[CH3:33][N:31]1[CH:32]=[C:28]([C:27]2[N:21]3[C:22]([CH:23]=[N:24][C:19]([NH:15][C:11]4[CH:12]=[CH:13][CH:14]=[C:9]([O:8][CH2:7][CH:3]5[CH2:4][CH2:5][CH2:6][N:2]5[CH3:1])[CH:10]=4)=[N:20]3)=[CH:25][CH:26]=2)[CH:29]=[N:30]1. Procedure: Prepared by following a procedure analagous to Example 251c by using 3-(1-Methyl-pyrrolidin-2-ylmethoxy)-phenylamine and 2-Methanesulfinyl-7-(1-methyl-1H-pyrazol-4-yl)-pyrrolo[2,1-f][1,2,4]triazine. 1H-NMR (DMSO) δ 9.7 (brs, 1H), 9.4 (s, 1H), 8.9 (s, 1H), 8.4 (s, 1H), 8.2 (s, 1H), 7.5 (m, 1H), 7.3 (m, 2H), 7 (d, J=4.6 Hz, 1H), 6.9 (d, J=4.6 Hz, 1H), 6.6 (d, J=7.2 Hz, 1H), 4.3 (m, 1H), 4.2 (m, 1H), 3.9 (s, 3H), 3.8 (m, 1H), 3.6 (m, 1H), 3.1 (m, 1H), 2.9 (s, 3H), 2.2 (m, 1H), 2.0 (m, 1H), 1.9 (m, ... Starting materials: [H-].[Na+] (Sodium hydride), C1(=CC=CC=C1)O (Phenol), ClC1=NC(=C(C(=C1[N+](=O)[O-])NCCCCO)C)C (4-[(2-Chloro-5,6-dimethyl-3-nitropyridin-4-yl)amino]butan-1-ol). The solvent is O1CCOCC1 (dioxane), O1CCOCC1 (dioxane). Reaction conditions: time 8 hour. The product is CC1=NC(=C(C(=C1C)NCCCCO)[N+](=O)[O-])OC1=CC=CC=C1 (4-[(2,3-dimethyl-5-nitro-6-phenoxypyridin-4-yl)amino]butan-1-ol). Isolated yield 43.6%. Reaction SMILES: [H-].[Na+].[C:3]1([OH:9])[CH:8]=[CH:7][CH:6]=[CH:5][CH:4]=1.Cl[C:11]1[C:16]([N+:17]([O-:19])=[O:18])=[C:15]([NH:20][CH2:21][CH2:22][CH2:23][CH2:24][OH:25])[C:14]([CH3:26])=[C:13]([CH3:27])[N:12]=1>O1CCOCC1>[CH3:27][C:13]1[C:14]([CH3:26])=[C:15]([NH:20][CH2:21][CH2:22][CH2:23][CH2:24][OH:25])[C:16]([N+:17]([O-:19])=[O:18])=[C:11]([O:9][C:3]2[CH:8]=[CH:7][CH:6]=[CH:5][CH:4]=2)[N:12]=1 |f:0.1|. Procedure: Sodium hydride (4.38 g of 60% dispersion in mineral oil, 109.6 mmol) was added to chilled dioxane (73 mL). Phenol (10.31 g, 109.6 mmol) was added in portions with cooling. 4-[(2-Chloro-5,6-dimethyl-3-nitropyridin-4-yl)amino]butan-1-ol (20.00 g, 93.07 mmol) and additional dioxane (˜30 mL) were added. The reaction mixture was heated at reflux for 3 hours and then allowed to stand at ambient temperature overnight. The reaction mixture was concentrated under reduced pressure. The residue was diluted... Yields the product CCN(CC1CCCC1)c1nc2c(cc1CNCc1cc(C(F)(F)F)cc(C(F)(F)F)c1)CCCC2. The reactants are [BH3-]C#N, CC(=O)O, CO, O=Cc1cc(C(F)(F)F)cc(C(F)(F)F)c1, CCN(CC1CCCC1)c1nc2c(cc1CN)CCCC2, [Na+]. RXN SMILES: [C:42]([BH3-:43])#[N:44].[CH3:38][C:39](=[O:40])[OH:41].[CH3:46][OH:47].[F:1][C:2]([c:3]1[cH:4][c:5]([CH:6]=[O:7])[cH:8][c:9]([C:11]([F:12])([F:13])[F:14])[cH:10]1)([F:15])[F:16].[NH2:17][CH2:18][c:19]1[c:20]([N:29]([CH2:30][CH3:31])[CH2:32][CH:33]2[CH2:34][CH2:35][CH2:36][CH2:37]2)[n:21][c:22]2[c:27]([cH:28]1)[CH2:26][CH2:25][CH2:24][CH2:23]2.[Na+:45]>>[F:1][C:2]([c:3]1[cH:4][c:5]([CH2:6][NH:17][CH2:18][c:19]2[c:20]([N:29]([CH2:30][CH3:31])[CH2:32][CH:33]3[CH2:34][CH2:35][CH2:36][CH2:37]3)[n:21][c:22]3[c:27]([cH:28]2)[CH2:26][CH2:25][CH2:24][CH2:23]3)[cH:8][c:9]([C:11]([F:12])([F:13])[F:14])[cH:10]1)([F:15])[F:16]. The reactants are CO, ClCCl, NCC(F)(F)CNC(=O)c1ccc(F)c(NCc2cnc(Nc3ccccn3)s2)c1, O=[O+][O-], C1=COCC1. The product is O=C(NCC(F)(F)CN1CCOCC1)c1ccc(F)c(NCc2cnc(Nc3ccccn3)s2)c1. Reaction SMILES: [CH3:39][OH:40].[Cl:41][CH2:42][Cl:43].[NH2:9][CH2:10][C:11]([CH2:12][NH:13][C:14]([c:15]1[cH:16][c:17]([NH:22][CH2:23][c:24]2[cH:25][n:26][c:27]([NH:29][c:30]3[n:31][cH:32][cH:33][cH:34][cH:35]3)[s:28]2)[c:18]([F:21])[cH:19][cH:20]1)=[O:36])([F:37])[F:38].[O-:6][O+:7]=[O:8].[O:1]1[CH2:2][CH2:3][CH:4]=[CH:5]1>>[O:1]1[CH2:2][CH2:3][N:9]([CH2:10][C:11]([CH2:12][NH:13][C:14]([c:15]2[cH:16][c:17]([NH:22][CH2:23][c:24]3[cH:25][n:26][c:27]([NH:29][c:30]4[n:31][cH:32][cH:33][cH:34][cH:35]4)[s:28]3)[c:18]([F:21])[cH:19][cH:20]2)=[O:36])([F:37])[F:38])[CH2:4][CH2:5]1. Conditions: time 3 hour. The product is O1C(CCCC1)OCCCCCCCOCC1OCCCC1=O (2-[7-(Tetrahydropyran-2-yloxy)heptyloxymethyl]tetrahydropyran-3-one). Run in C(Cl)Cl (methylene chloride), C(Cl)Cl (methylene chloride). The reactants are C(C)OCC (diethyl ether), O1C(CCCC1)OCCCCCCCOC[C@@H]1OCCC[C@H]1O (trans-2-[7-(tetrahydropyran-2-yloxy)heptyloxymethyl]tetrahydropyran-3-ol), [Cr](=O)(=O)(O)Cl.N1=CC=CC=C1 (pyridine chlorochromate), C(C)(=O)[O-].[Na+] (sodium acetate). Reported procedure: A solution of 2.387 g of dl-trans-2-[7-(tetrahydropyran-2-yloxy)heptyloxymethyl]tetrahydropyran-3-ol (prepared as described in Preparation 54) in 10 ml of methylene chloride was added all at once to a mixture of 2.33 g of pyridine chlorochromate, 1.78 g of sodium acetate and 10 ml of methylene chloride. The mixture was then stirred at room temperature for 3 hours, after which it was mixed with 30 ml of diethyl ether, and the solution was passed through a chromatography column containing 50 g of ... As a reaction SMILES: [O:1]1[CH2:6][CH2:5][CH2:4][CH2:3][CH:2]1[O:7][CH2:8][CH2:9][CH2:10][CH2:11][CH2:12][CH2:13][CH2:14][O:15][CH2:16][C@H:17]1[C@H:22]([OH:23])[CH2:21][CH2:20][CH2:19][O:18]1.[Cr](Cl)(O)(=O)=O.N1C=CC=CC=1.C([O-])(=O)C.[Na+].C(OCC)C>C(Cl)Cl>[O:1]1[CH2:6][CH2:5][CH2:4][CH2:3][CH:2]1[O:7][CH2:8][CH2:9][CH2:10][CH2:11][CH2:12][CH2:13][CH2:14][O:15][CH2:16][CH:17]1[C:22](=[O:23])[CH2:21][CH2:20][CH2:19][O:18]1 |f:1.2,3.4|. Starting materials: O=C(O)c1cccc(C(=O)c2ccccc2)c1, CCOC(C)=O, CCCCCC, O=S(=O)(O)O. Product: O=C(O)c1cccc(Cc2ccccc2)c1. Reaction SMILES: [C:1]([c:2]1[cH:3][cH:4][cH:5][cH:6][cH:7]1)(=[O:8])[c:9]1[cH:10][c:11]([C:12](=[O:13])[OH:14])[cH:15][cH:16][cH:17]1.[CH3:18][CH2:19][O:20][C:21](=[O:22])[CH3:23].[CH3:29][CH2:30][CH2:31][CH2:32][CH2:33][CH3:34].[S:24](=[O:25])(=[O:26])([OH:27])[OH:28]>>[CH2:1]([c:2]1[cH:3][cH:4][cH:5][cH:6][cH:7]1)[c:9]1[cH:10][c:11]([C:12](=[O:13])[OH:14])[cH:15][cH:16][cH:17]1. Reactants: O=C(COC1=CC=C(C(=O)OC)C=C1)C (Methyl 4-(2-oxopropoxy)benzoate), FC1=CC=C(C=C1)NN (4-fluorophenylhydrazine). Run in C(C)O (ethanol). Product: FC1=CC=C(C=C1)N\N=C(/COC1=CC=C(C(=O)OC)C=C1)\C (Methyl 4-[[(2Z)-2-[(4-fluorophenyl)hydrazono]propyl]oxy]-benzoate). Yield: 51.5%. Reaction SMILES: O=[C:2]([CH3:15])[CH2:3][O:4][C:5]1[CH:14]=[CH:13][C:8]([C:9]([O:11][CH3:12])=[O:10])=[CH:7][CH:6]=1.[F:16][C:17]1[CH:22]=[CH:21][C:20]([NH:23][NH2:24])=[CH:19][CH:18]=1>C(O)C>[F:16][C:17]1[CH:22]=[CH:21][C:20]([NH:23]/[N:24]=[C:2](/[CH3:15])\[CH2:3][O:4][C:5]2[CH:6]=[CH:7][C:8]([C:9]([O:11][CH3:12])=[O:10])=[CH:13][CH:14]=2)=[CH:19][CH:18]=1. Reported procedure: Methyl 4-(2-oxopropoxy)benzoate (6.21 g) was added to a solution of 4-fluorophenylhydrazine (2.88 g) in ethanol (50 ml). After 1.5 h the precipitate was collected, washed with ethanol and isohexane and dried to give the sub-title compound (3.72 g). Reactants: CCCCO, CN, CC(C)c1nc(-c2cccc(NS(=O)(=O)c3cccc(F)c3)c2)c(-c2ccnc(Cl)n2)s1, [K+], [K+], O=C([O-])[O-]. Yields the product CNc1nccc(-c2sc(C(C)C)nc2-c2cccc(NS(=O)(=O)c3cccc(F)c3)c2)n1. RXN SMILES: [CH2:41]([OH:42])[CH2:43][CH2:44][CH3:45].[CH3:33][NH2:34].[Cl:1][c:2]1[n:3][cH:4][cH:5][c:6](-[c:8]2[c:9](-[c:16]3[cH:17][c:18]([NH:22][S:23](=[O:24])(=[O:25])[c:26]4[cH:27][c:28]([F:32])[cH:29][cH:30][cH:31]4)[cH:19][cH:20][cH:21]3)[n:10][c:11]([CH:13]([CH3:14])[CH3:15])[s:12]2)[n:7]1.[K+:35].[K+:36].[O-:37][C:38]([O-:39])=[O:40]>>[c:2]1([NH:34][CH3:33])[n:3][cH:4][cH:5][c:6](-[c:8]2[c:9](-[c:16]3[cH:17][c:18]([NH:22][S:23](=[O:24])(=[O:25])[c:26]4[cH:27][c:28]([F:32])[cH:29][cH:30][cH:31]4)[cH:19][cH:20][cH:21]3)[n:10][c:11]([CH:13]([CH3:14])[CH3:15])[s:12]2)[n:7]1. Reactants: CCO, [Ca+2], [Cl-], [Cl-], [Fe], O=[N+]([O-])c1ccc(OCCn2ccnc2)cc1. The product is Nc1ccc(OCCn2ccnc2)cc1. Reaction SMILES: [CH3:22][CH2:23][OH:24].[Ca+2:20].[Cl-:18].[Cl-:19].[Fe:21].[N+:1]([O-:2])(=[O:3])[c:4]1[cH:5][cH:6][c:7]([O:8][CH2:9][CH2:10][n:11]2[cH:12][n:13][cH:14][cH:15]2)[cH:16][cH:17]1>>[NH2:1][c:4]1[cH:5][cH:6][c:7]([O:8][CH2:9][CH2:10][n:11]2[cH:12][n:13][cH:14][cH:15]2)[cH:16][cH:17]1.